This data is from the Open Reaction Database (ORD), a public repository of structured organic reaction records. The task is: describe an organic reaction: reactants, conditions, products, and yield The reactants are C(C=C)N (allyl amine), ClC(=O)OCC(C)C (isobutyl chloroformate), CN1CCOCC1 (4-methylmorpholine), C(C=C)NC=1N(C(C(=C(N1)OCC1=C(C=C(C=C1)F)F)Cl)=O)C=1C=C(C(=O)O)C=CC1C (3-[2-(allylamino)-5-chloro-4-[(2,4-difluorobenzyl)oxy]-6-oxopyrimidin-1(6H)-yl]-4-methylbenzoic acid). Solvent: CN(C(C)=O)C (N,N-dimethylacetamide). Run at temperature 0 celsius, time 30 minute. The product is C(C=C)NC(C1=CC(=C(C=C1)C)N1C(=NC(=C(C1=O)Cl)OCC1=C(C=C(C=C1)F)F)NCC=C)=O (N-allyl-3-[2-(allylamino)-5-chloro-4-[(2,4-difluorobenzyl)oxy]-6-oxopyrimidin-1(6H)-yl]-4-methylbenzamide). The yield is 59.9%. RXN SMILES: [CH2:1]([NH:4][C:5]1[N:6]([C:23]2[CH:24]=[C:25]([CH:29]=[CH:30][C:31]=2[CH3:32])[C:26]([OH:28])=O)[C:7](=[O:22])[C:8]([Cl:21])=[C:9]([O:11][CH2:12][C:13]2[CH:18]=[CH:17][C:16]([F:19])=[CH:15][C:14]=2[F:20])[N:10]=1)[CH:2]=[CH2:3].ClC(OCC(C)C)=O.CN1CCOCC1.[CH2:48]([NH2:51])[CH:49]=[CH2:50]>CN(C)C(=O)C>[CH2:48]([NH:51][C:26](=[O:28])[C:25]1[CH:29]=[CH:30][C:31]([CH3:32])=[C:23]([N:6]2[C:7](=[O:22])[C:8]([Cl:21])=[C:9]([O:11][CH2:12][C:13]3[CH:18]=[CH:17][C:16]([F:19])=[CH:15][C:14]=3[F:20])[N:10]=[C:5]2[NH:4][CH2:1][CH:2]=[CH2:3])[CH:24]=1)[CH:49]=[CH2:50]. Reported procedure: To a cooled (0° C.) solution of 3-[2-(allylamino)-5-chloro-4-[(2,4-difluorobenzyl)oxy]-6-oxopyrimidin-1(6H)-yl]-4-methylbenzoic acid (from Step 3) (0.37 g, 0.80 mmol) in N,N-dimethylacetamide (2 mL) was added isobutyl chloroformate (0.12 mL, 0.96 mmol) and 4-methylmorpholine (0.11 mL, 1.04 mmol). Stirred at 0° C. for 5 min, ambient temperature for 30 min. Added allyl amine (0.09 mL, 1.20 mmol). Stirred at ambient temperature for 2 h. Purified by preparatory HPLC using a 10–90% CH3CN/H2O (30 min)...